Dataset: the Open Reaction Database (ORD), a public repository of structured organic reaction records. Task: describe an organic reaction: reactants, conditions, products, and yield Reactants: COCOC1=CC=C(C=C1)C(C1=C(N(C2=CC=CC=C12)CCN(C)C)C(=O)OCC)C1=CC=C(C=C1)OCOC (ethyl 3-{bis[4-(methoxymethoxy)phenyl]methyl}-1-(2-dimethylaminoethyl)indole-2-carboxylate), [OH-].[Na+] (sodium hydroxide). The solvent is C(C)O (ethanol). The product is COCOC1=CC=C(C=C1)C(C1=C(N(C2=CC=CC=C12)CCN(C)C)C(=O)O)C1=CC=C(C=C1)OCOC (3-{Bis[4-(methoxymethoxy)phenyl]methyl}-1-(2-dimethylaminoethyl)indole-2-carboxylic acid). The yield is 63.6%. As a reaction SMILES: [CH3:1][O:2][CH2:3][O:4][C:5]1[CH:10]=[CH:9][C:8]([CH:11]([C:31]2[CH:36]=[CH:35][C:34]([O:37][CH2:38][O:39][CH3:40])=[CH:33][CH:32]=2)[C:12]2[C:20]3[C:15](=[CH:16][CH:17]=[CH:18][CH:19]=3)[N:14]([CH2:21][CH2:22][N:23]([CH3:25])[CH3:24])[C:13]=2[C:26]([O:28]CC)=[O:27])=[CH:7][CH:6]=1.[OH-].[Na+]>C(O)C>[CH3:1][O:2][CH2:3][O:4][C:5]1[CH:10]=[CH:9][C:8]([CH:11]([C:31]2[CH:32]=[CH:33][C:34]([O:37][CH2:38][O:39][CH3:40])=[CH:35][CH:36]=2)[C:12]2[C:20]3[C:15](=[CH:16][CH:17]=[CH:18][CH:19]=3)[N:14]([CH2:21][CH2:22][N:23]([CH3:24])[CH3:25])[C:13]=2[C:26]([OH:28])=[O:27])=[CH:7][CH:6]=1 |f:1.2|. Reported procedure: The crude ethyl 3-{bis[4-(methoxymethoxy)phenyl]methyl}-1-(2-dimethylaminoethyl)indole-2-carboxylate (16.4 g, approximately 27.0 mmol) obtained in Example 47 was dissolved in 100 ml of ethanol, and a 2N aqueous sodium hydroxide solution (40 ml) was added thereto, followed by heating under reflux for 3 hours. The solvent was distilled off under reduced pressure, water was added to dissolve the residue, and the pH of the solution was adjusted to 5 by adding 2N hydrochloric acid, followed by extrac...